From a dataset of the Open Reaction Database (ORD), a public repository of structured organic reaction records. describe an organic reaction: reactants, conditions, products, and yield Reactants: ClC1=NC2=CC(=CC=C2N=C1)OC (2-chloro-7-methoxy-quinoxaline), O=C1CSC2=C(N1)C=C(C=C2)C=O (3-oxo-3,4-dihydro-2H-benzo[1,4]thiazine-6-carbaldehyde), BrCCCO (3-bromo-propan-1-ol), C(C)(C)(C)OC(NC1CNCCC1)=O (piperidin-3-yl-carbamic acid tert-butyl ester). Product: COC1=CC=C2N=CC(=NC2=C1)OCCCN1CC(CCC1)NCC=1C=CC2=C(NC(CS2)=O)C1 (6-({1-[3-(7-methoxy-quinoxalin-2-yloxy)-propyl]-piperidin-3-ylamino}-methyl)-4H-benzo[1,4]thiazin-3-one). RXN SMILES: Cl[C:2]1[CH:11]=[N:10][C:9]2[C:4](=[CH:5][C:6]([O:12][CH3:13])=[CH:7][CH:8]=2)[N:3]=1.Br[CH2:15][CH2:16][CH2:17][OH:18].C(O[C:24](=O)[NH:25][CH:26]1[CH2:31][CH2:30][CH2:29][NH:28][CH2:27]1)(C)(C)C.[O:33]=[C:34]1[NH:39][C:38]2[CH:40]=[C:41](C=O)[CH:42]=[CH:43][C:37]=2[S:36][CH2:35]1>>[CH3:13][O:12][C:6]1[CH:5]=[C:4]2[C:9]([N:10]=[CH:11][C:2]([O:18][CH2:17][CH2:16][CH2:15][N:28]3[CH2:29][CH2:30][CH2:31][CH:26]([NH:25][CH2:24][C:41]4[CH:42]=[CH:43][C:37]5[S:36][CH2:35][C:34](=[O:33])[NH:39][C:38]=5[CH:40]=4)[CH2:27]3)=[N:3]2)=[CH:8][CH:7]=1. Procedure details: The title compound is prepared as a yellow amorphous lyophilizated solid following Scheme 1 and in analogy to Examples 1 and 9 using 2-chloro-7-methoxy-quinoxaline, 3-bromo-propan-1-ol, piperidin-3-yl-carbamic acid tert-butyl ester and 3-oxo-3,4-dihydro-2H-benzo[1,4]thiazine-6-carbaldehyde as starting materials. The reactants are C(C1=CC=CC=C1)N1C=NC=C1 (1-benzylimidazole), [Li+].CC(C)[N-]C(C)C (LDA), P(=O)(OCC)(OCC)Cl (diethyl chlorophosphate). Run in C1CCOC1 (THF). Reaction conditions: time 2 hour. The product is C(C1=CC=CC=C1)N1C(=NC=C1)P(=O)(OCC)OCC (1-benzyl-2-diethylphosphonoimidazole). As a reaction SMILES: [CH2:1]([N:8]1[CH:12]=[CH:11][N:10]=[CH:9]1)[C:2]1[CH:7]=[CH:6][CH:5]=[CH:4][CH:3]=1.[Li+].CC([N-]C(C)C)C.[P:21](Cl)([O:26][CH2:27][CH3:28])([O:23][CH2:24][CH3:25])=[O:22]>C1COCC1>[CH2:1]([N:8]1[CH:12]=[CH:11][N:10]=[C:9]1[P:21]([O:26][CH2:27][CH3:28])([O:23][CH2:24][CH3:25])=[O:22])[C:2]1[CH:3]=[CH:4][CH:5]=[CH:6][CH:7]=1 |f:1.2|. Procedure: A solution of 1-benzylimidazole (1.1 mmol) in THF was treated with LDA (1.1 mmol) at −78° C. for 1 h, and followed by addition of diethyl chlorophosphate (2 mmol), and stirred for 2 h. Extraction and chromatography gave 1-benzyl-2-diethylphosphonoimidazole as a yellow oil. TLC: Rf=0.35, 80% EtOAc-hexane. The reactants are C(C)(C)I (isopropyl iodide), CC1=C(C(C=O)=CC=C1)O (3-methylsalicylaldehyde), C(C)(C)I (isopropyl iodide), C(=O)([O-])[O-].[K+].[K+] (K2CO3). Run in CN(C)C=O (DMF), O (H2O). Yields the product CC=1C(=C(C=O)C=CC1)OC(C)C (3-methyl-2-isopropoxybenzaldehyde). RXN SMILES: [CH3:1][C:2]1[CH:9]=[CH:8][CH:7]=[C:4]([CH:5]=[O:6])[C:3]=1[OH:10].[CH:11](I)([CH3:13])[CH3:12].C([O-])([O-])=O.[K+].[K+]>CN(C=O)C.O>[CH3:1][C:2]1[C:3]([O:10][CH:11]([CH3:13])[CH3:12])=[C:4]([CH:7]=[CH:8][CH:9]=1)[CH:5]=[O:6] |f:2.3.4|. Procedure: Stir a mixture of 3-methylsalicylaldehyde (100 g, 0.73 mol), isopropyl iodide (187 g, 1.1 mol) and K2CO3 (141 g, 1.0 mol) in DMF (400 mL) for 20 hr at room temperature. TLC shows partial reaction; thus, add more isopropyl iodide (43 g, 0.25 mol) and heat the reaction to 45° C. with stirring for an additional 10 hr. Dilute the reaction mixture with H2O (1 L) and extract the resulting mixture with EtOAc. Wash the organic layer with 0.25 M. aqueous NaOH and then with H2O. Dry over MgSO4 and evapora... Starting materials: O (water), Cl.N1(CCNCC1)C1=NN(C2=CC=CC=C12)C1=CC=C(C=C1)C(F)(F)F (3-(1-piperazinyl)-1-[4(trifluoromethyl)phenyl]-1H-indazole hydrochloride), C([O-])([O-])=O.[K+].[K+] (potassium carbonate), ClCC1CC1 (chloromethylcyclopropane). The solvent is CN(C=O)C (dimethylformamide). The product is C1(CC1)CN1CCN(CC1)C1=NN(C2=CC=CC=C12)C1=CC=C(C=C1)C(F)(F)F (3-[4-(cyclopropyl)methyl-1piperazinyl]-1-[4-(trifluoromethyl)phenyl]-1H-indazole). The yield is 51.6%. As a reaction SMILES: Cl.[N:2]1([C:8]2[C:16]3[C:11](=[CH:12][CH:13]=[CH:14][CH:15]=3)[N:10]([C:17]3[CH:22]=[CH:21][C:20]([C:23]([F:26])([F:25])[F:24])=[CH:19][CH:18]=3)[N:9]=2)[CH2:7][CH2:6][NH:5][CH2:4][CH2:3]1.C(=O)([O-])[O-].[K+].[K+].Cl[CH2:34][CH:35]1[CH2:37][CH2:36]1.O>CN(C)C=O>[CH:35]1([CH2:34][N:5]2[CH2:6][CH2:7][N:2]([C:8]3[C:16]4[C:11](=[CH:12][CH:13]=[CH:14][CH:15]=4)[N:10]([C:17]4[CH:22]=[CH:21][C:20]([C:23]([F:26])([F:24])[F:25])=[CH:19][CH:18]=4)[N:9]=3)[CH2:3][CH2:4]2)[CH2:37][CH2:36]1 |f:0.1,2.3.4|. Reported procedure: A stirred mixture of 5.0 g of 3-(1-piperazinyl)-1-[4(trifluoromethyl)phenyl]-1H-indazole hydrochloride, 2.2 g of potassium carbonate, and 1.4 g of chloromethylcyclopropane in 50 ml of dimethylformamide was heated at 85°-90° for 20 hours. The reaction mixture was poured into water and the aqueous suspension extracted with ethyl acetate. The extract was washed with water, dried over anhydrous magnesium sulfate and concentrated to an oil. The oil was flash chromatographed on silica gel utilizing et... Reactants: C(CC(=O)Cl)(=O)Cl (malonyl dichloride), NC1=C(C=CC=C1)NCC(=O)N(C1=CC=CC=C1)C(C)C (2-(2-Aminophenylamino)-N-isopropyl-N-phenyl acetamide), Intermediate 45. Solvent: C1CCOC1 (THF). Conditions: time 2 hour. The product is O=C1CC(NC2=C(N1CC(=O)N(C1=CC=CC=C1)C(C)C)C=CC=C2)=O (2-(2,4-Dioxo-2,3,4,5-tetrahydro benzo[b][1,4]diazepin-1-yl)-N-isopropyl-N-phenyl acetamide). The yield is 46.7%. RXN SMILES: [NH2:1][C:2]1[CH:7]=[CH:6][CH:5]=[CH:4][C:3]=1[NH:8][CH2:9][C:10]([N:12]([CH:19]([CH3:21])[CH3:20])[C:13]1[CH:18]=[CH:17][CH:16]=[CH:15][CH:14]=1)=[O:11].[C:22](Cl)(=[O:27])[CH2:23][C:24](Cl)=[O:25]>C1COCC1>[O:25]=[C:24]1[N:8]([CH2:9][C:10]([N:12]([CH:19]([CH3:21])[CH3:20])[C:13]2[CH:18]=[CH:17][CH:16]=[CH:15][CH:14]=2)=[O:11])[C:3]2[CH:4]=[CH:5][CH:6]=[CH:7][C:2]=2[NH:1][C:22](=[O:27])[CH2:23]1. Reported procedure: To a stirred solution of 10 g (37.14 mmol) of 2-(2-Aminophenylamino)-N-isopropyl-N-phenyl acetamide, prepared as in Intermediate 45, in 100 mL of THF is added 5.2 g (37.14 mmol, 1 equiv.) of malonyl dichloride. The resulting solution is stirred at RT for 2 h and the solvent removed in vacuo. Purification by silica gel flash column chromatography using hexane/EtOAc 1/1 as eluent afforded 6.1 g of the title compound as an oil: 1H NMR (CDCl3, 300 MHz) δ9.65 (s, 1H), 7.4 (bd, 1H, J=9), 7.30-6.93 (m,... The reactants are CC=1N=C(SC1CCO)C1=CC=C(C=C1)C(F)(F)F (2-[4-methyl-2-(4-trifluoromethyl-phenyl)-thiazol-5-yl]-ethanol), C1(=CC=CC=C1)P(C1=CC=CC=C1)C1=CC=CC=C1 (triphenylphosphine), N(=NC(=O)OC(C)(C)C)C(=O)OC(C)(C)C (di-tert-butyl azodicarboxylate), C(CC)C1=CNC2=CC(=CC=C12)O (3-propyl-1H-indol-6-ol). Yields the product CC=1N=C(SC1CCOC1=CC=C2C(=CNC2=C1)CCC)C1=CC=C(C=C1)C(F)(F)F (6-{2-[4-methyl-2-(4-trifluoromethyl-phenyl)-thiazol-5-yl]-ethoxy}-3-propyl-1H-indole). Reaction SMILES: [CH2:1]([C:4]1[C:12]2[C:7](=[CH:8][C:9]([OH:13])=[CH:10][CH:11]=2)[NH:6][CH:5]=1)[CH2:2][CH3:3].[CH3:14][C:15]1[N:16]=[C:17]([C:23]2[CH:28]=[CH:27][C:26]([C:29]([F:32])([F:31])[F:30])=[CH:25][CH:24]=2)[S:18][C:19]=1[CH2:20][CH2:21]O.C1(P(C2C=CC=CC=2)C2C=CC=CC=2)C=CC=CC=1.N(C(OC(C)(C)C)=O)=NC(OC(C)(C)C)=O>>[CH3:14][C:15]1[N:16]=[C:17]([C:23]2[CH:28]=[CH:27][C:26]([C:29]([F:32])([F:31])[F:30])=[CH:25][CH:24]=2)[S:18][C:19]=1[CH2:20][CH2:21][O:13][C:9]1[CH:8]=[C:7]2[C:12]([C:4]([CH2:1][CH2:2][CH3:3])=[CH:5][NH:6]2)=[CH:11][CH:10]=1. Reported procedure: In analogy to the procedure described in example 3 c], 3-propyl-1H-indol-6-ol was reacted with 2-[4-methyl-2-(4-trifluoromethyl-phenyl)-thiazol-5-yl]-ethanol (example 5 c]) in the presence of triphenylphosphine and di-tert-butyl azodicarboxylate to yield 6-{2-[4-methyl-2-(4-trifluoromethyl-phenyl)-thiazol-5-yl]-ethoxy}-3-propyl-1H-indole as yellow oil. The product is O=C(CCCCCCC(O)c1ccc2ccccc2c1)NO. Reaction SMILES: [BH4-:23].[CH3:25][OH:26].[Na+:24].[OH:1][NH:2][C:3]([CH:4]=[CH:5][CH2:6][CH2:7][CH2:8][CH2:9][CH:10]([c:11]1[cH:12][c:13]2[cH:14][cH:15][cH:16][cH:17][c:18]2[cH:19][cH:20]1)[OH:21])=[O:22]>>[OH:1][NH:2][C:3]([CH2:4][CH2:5][CH2:6][CH2:7][CH2:8][CH2:9][CH:10]([c:11]1[cH:12][c:13]2[cH:14][cH:15][cH:16][cH:17][c:18]2[cH:19][cH:20]1)[OH:21])=[O:22]. Reactants: [BH4-], CO, [Na+], O=C(C=CCCCCC(O)c1ccc2ccccc2c1)NO. Starting materials: CC1=CN(C=N1)C2=C(C=C(C=C2)N)OC, CN1CC(OC2=C(C1)C=CC(=N2)Cl)C3=CC=CC=C3. The reagents and catalysts are C(=O)([O-])[O-].[Cs+].[Cs+], C1CCC(CC1)P(C2CCCCC2)C3=CC=CC=C3C4=CC=CC=C4, CC(=O)O.CC(=O)O.[Pd]. The solvent is COCCOC. Reaction conditions: temperature 100 celsius. Yields the product CC1=CN(C=N1)C2=C(C=C(C=C2)NC3=NC4=C(CN(CC(O4)C5=CC=CC=C5)C)C=C3)OC. Isolated yield 37.2%. Procedure: 8-chloro-4-methyl-2-phenyl-2,3,4,5-tetrahydropyrido[3,2-f][1,4]oxazepine (60.0 mg, 0.22 mmol), 3-methoxy-4-(4-methyl-1H-imidazol-1-yl)aniline (57.7 mg, 0.28 mmol), palladium(II) acetate (4.90 mg, 0.02 mmol), 2-(Dicyclohexylphosphino)biphenyl (7.65 mg, 0.02 mmol) and CS2CO3 (213 mg, 0.66 mmol) were weighed into a microwave vial. The vial was capped and flushed with argon. DME (4 mL) was added and the mixture was heated to 100°C in a microwave apparatus for 1 h. The cooled reaction mixture was dil... Reactants: F.[K] (potassium hydrogen fluoride), O1CCCC1 (tetrahydrofuran), OO.NC(=O)N (urea hydrogen peroxide), CO[Si]([C@@H]1[C@H]2C[C@@H]([C@@H](C1)C2)[Si](OC)(OC)OC)(OC)OC ((1R,2S,4R,5S)-2,5-bis(trimethoxysilyl)bicyclo[2.2.1]heptane). Reagents/catalysts: O=[Mn]=O (MnO2). Run in CO (methanol). Reaction conditions: temperature 60 celsius, time 8 hour. The product is [C@H]12[C@H](C[C@H]([C@H](C1)O)C2)O ((1R,2S,4R,5S)-Bicyclo[2.2.1]heptane-2,5-diol). As a reaction SMILES: CO[Si](OC)(OC)[C@H:4]1[CH2:9][C@H]2C[C@@H:5]1C[C@@H]2[Si](OC)(OC)OC.F.[K].[O:24]1[CH2:28][CH2:27][CH2:26][CH2:25]1.OO.NC(N)=[O:33]>O=[Mn]=O.CO>[C@@H:27]12[CH2:9][C@@H:4]([C@@H:25]([OH:33])[CH2:26]1)[CH2:5][C@@H:28]2[OH:24] |f:1.2,4.5,^1:22|. Procedure: To (1R,2S,4R,5S)-2,5-bis(trimethoxysilyl)bicyclo[2.2.1]heptane (76.9 mmol) was added potassium hydrogen fluoride (33.0 g, 423 mmol), tetrahydrofuran (80.0 mL), methanol (80.0 mL), and urea hydrogen peroxide addition compound (65.0 g, 691 mmol, Aldrich). The resulting white slurry was stirred overnight at 60° C. After cooling to ambient temperature, MnO2 (0.56 g, 6.4 mmol) was added, and the mixture was stirred at this temperature for 4 h. The solids were removed by filtration, and the filter cak...